Dataset: the Open Reaction Database (ORD), a public repository of structured organic reaction records. Task: describe an organic reaction: reactants, conditions, products, and yield The reactants are C(C1=CC=CC=C1)OC=1C(=C2CC[C@](OC2=C(C1C)C)(CCO)C)C ((S)-(-)-6-benzyloxy-2,5,7,8-tetramethylchroman-2-ethanol), ice water, C.C(C1=CC=CC=C1)OC=1C(=C2CC[C@](OC2=C(C1C)C)(CCO)C)C ((S)-6-benzyloxy-2,5,7,8-tetramethylchroman-2-ethanol methane), CS(=O)(=O)Cl (methanesulfonyl chloride), N1=CC=CC=C1 (pyridine). Run in C1=CC=CC=C1 (C6H6). The product is CS(=O)(=O)OCC[C@]1(OC2=C(C(=C(C(=C2CC1)C)OCC1=CC=CC=C1)C)C)C ((S)-6-Benzyloxy-2,5,7,8-tetramethylchroman-2-ethanol methanesulfonate). Reaction SMILES: [CH2:1]([O:8][C:9]1[C:10]([CH3:25])=[C:11]2[C:16](=[C:17]([CH3:20])[C:18]=1[CH3:19])[O:15][C@:14]([CH3:24])([CH2:21][CH2:22][OH:23])[CH2:13][CH2:12]2)[C:2]1[CH:7]=[CH:6][CH:5]=[CH:4][CH:3]=1.[CH3:26][S:27](Cl)(=[O:29])=[O:28].N1C=CC=CC=1.C.C(OC1C(C)=C2C(=C(C)C=1C)O[C@](C)(CCO)CC2)C1C=CC=CC=1>C1C=CC=CC=1>[CH3:26][S:27]([O:23][CH2:22][CH2:21][C@:14]1([CH3:24])[CH2:13][CH2:12][C:11]2[C:16](=[C:17]([CH3:20])[C:18]([CH3:19])=[C:9]([O:8][CH2:1][C:2]3[CH:7]=[CH:6][CH:5]=[CH:4][CH:3]=3)[C:10]=2[CH3:25])[O:15]1)(=[O:29])=[O:28] |f:3.4|. Procedure: A solution of 0.5 g. (1.47 mmoles) of (S)-(-)-6-benzyloxy-2,5,7,8-tetramethylchroman-2-ethanol and 0.25 ml. (0.37 g.; 3.2 mmoles) of methanesulfonyl chloride in 5 ml. of anhydrous pyridine was kept at 0° C. for 45 hours then poured into 100 ml. of ice-water and the resulting mixture was stirred for 15 minutes. The mixture was then extracted three times with ether and the combined ether extracts were washed with cold 1 N aqueous HCl followed by water and saturated brine. After drying and filtrati... The reactants are N1=CC=CC2=CC=CC=C12 (quinoline), C1(=CC=CC=C1)C (toluene). The reagents and catalysts are HF·BF3. Product: C1=CC=CC2=CC=CC=C12 (Naphthalene). As a reaction SMILES: N1[C:10]2[C:5](=[CH:6][CH:7]=[CH:8][CH:9]=2)[CH:4]=[CH:3][CH:2]=1.[C:11]1(C)C=CC=CC=1>>[CH:4]1[C:5]2[C:10](=[CH:9][CH:8]=[CH:7][CH:6]=2)[CH:11]=[CH:2][CH:3]=1. Procedure details: Naphthalene was polymerized at a temperature of from 200° to 300° C. in the presence of a HF·BF3 catalyst. After the reaction, the catalyst was recovered in a gas state, and a low boiling point component was removed to obtain a pitch. The optically anisotropic phase was 2 volume % as observed under a polarization microscope, the softening point was 176° C., the quinoline-insoluble content was 1.6% by weight, and the toluene-insoluble content was 34% by weight.